The task is: describe an organic reaction: reactants, conditions, products, and yield. This data is from the Open Reaction Database (ORD), a public repository of structured organic reaction records. Reactants: C1(CCCCCC1)CO (cycloheptyl-methanol), C=1C=C[NH+]=CC1.[O-][Cr](=O)(=O)Cl (PCC). Solvent: CCOCC (Et2O), C(Cl)Cl (CH2Cl2). Run at time 4 hour. The product is C1(CCCCCC1)C=O (cycloheptanecarbaldehyde). Yield: 85.6%. Reaction SMILES: [CH:1]1([CH2:8][OH:9])[CH2:7][CH2:6][CH2:5][CH2:4][CH2:3][CH2:2]1.C1C=C[NH+]=CC=1.[O-][Cr](Cl)(=O)=O>C(Cl)Cl.CCOCC>[CH:1]1([CH:8]=[O:9])[CH2:7][CH2:6][CH2:5][CH2:4][CH2:3][CH2:2]1 |f:1.2|. Procedure: To a stirred solution of cycloheptyl-methanol (1.28 g, 0.01 mol) in CH2Cl2 (50 ml) at room temperature was added portionwise PCC (3.23 g, 0.015 mol). The reaction turned almost instantly dark brown as was stirred at room temperature for 4 hours. The reaction was then diluted with Et2O (50 ml) and the solvent decanted away from the solid residue. The residue was washed with further Et2O (2×25 ml). The reaction mixture and combined washing were then filtered through a 10 g SiO2 chromatography cart... The reactants are O=C([O-])[O-], C=CCBr, CC(C)=O, CNCCCN1C(=O)C(c2ccc(Cl)cc2)Sc2ccc3ccccc3c21, [K+], [K+]. Yields the product C=CCN(C)CCCN1C(=O)C(c2ccc(Cl)cc2)Sc2ccc3ccccc3c21. RXN SMILES: [C:28](=[O:29])([O-:30])[O-:31].[CH2:34]([CH:35]=[CH2:36])[Br:37].[CH3:38][C:39](=[O:40])[CH3:41].[Cl:1][c:2]1[cH:3][cH:4][c:5]([CH:8]2[C:9](=[O:27])[N:10]([CH2:22][CH2:23][CH2:24][NH:25][CH3:26])[c:11]3[c:12]([cH:14][cH:15][c:16]4[cH:17][cH:18][cH:19][cH:20][c:21]34)[S:13]2)[cH:6][cH:7]1.[K+:32].[K+:33]>>[Cl:1][c:2]1[cH:3][cH:4][c:5]([CH:8]2[C:9](=[O:27])[N:10]([CH2:22][CH2:23][CH2:24][N:25]([CH3:26])[CH2:34][CH:35]=[CH2:36])[c:11]3[c:12]([cH:14][cH:15][c:16]4[cH:17][cH:18][cH:19][cH:20][c:21]34)[S:13]2)[cH:6][cH:7]1.